From a dataset of the Open Reaction Database (ORD), a public repository of structured organic reaction records. describe an organic reaction: reactants, conditions, products, and yield Starting materials: ClC1=NC=NC2=CC=C(C=C12)[N+](=O)[O-] (4-chloro-6-nitroquinazoline), NC=1C=C2C=CC=NC2=CC1 (6-aminoquinoline). Yields the product [N+](=O)([O-])C=1C=C2C(=NC=NC2=CC1)NC=1C=C2C=CC=NC2=CC1 (6-nitro-4-(6-quinolylamino)quinazoline). The yield is 86.0%. Reaction SMILES: Cl[C:2]1[C:11]2[C:6](=[CH:7][CH:8]=[C:9]([N+:12]([O-:14])=[O:13])[CH:10]=2)[N:5]=[CH:4][N:3]=1.[NH2:15][C:16]1[CH:17]=[C:18]2[C:23](=[CH:24][CH:25]=1)[N:22]=[CH:21][CH:20]=[CH:19]2>>[N+:12]([C:9]1[CH:10]=[C:11]2[C:6](=[CH:7][CH:8]=1)[N:5]=[CH:4][N:3]=[C:2]2[NH:15][C:16]1[CH:17]=[C:18]2[C:23](=[CH:24][CH:25]=1)[N:22]=[CH:21][CH:20]=[CH:19]2)([O-:14])=[O:13]. Procedure: Using an analogous procedure to that described in Example 1, 4-chloro-6-nitroquinazoline was reacted with 6-aminoquinoline to give 6-nitro-4-(6-quinolylamino)quinazoline in 86% yield, m.p. >300° C.; Reactants: C(CCC)C=1N=C(NC(C1CC1=CC=C(C=C1)C=1C(=CC=CC1)C#N)=O)C (4′-[(4-butyl-2-methyl-6-oxo-1,6-dihydropyrimidin-5-yl)methyl]biphenyl-2-carbonitrile), C([O-])([O-])=O.[K+].[K+] (potassium carbonate), Br.BrCC1=NC=CC=C1 (2-(bromomethyl)pyridine hydrobromide), CN(C=O)C (N,N-dimethylformamide). The solvent is C(C)(=O)OCC (ethyl acetate). Run at temperature 50 celsius, time 4 hour. Yields the product C(CCC)C=1N=C(N(C(C1CC1=CC=C(C=C1)C=1C(=CC=CC1)C#N)=O)CC1=NC=CC=C1)C (4′-{[4-butyl-2-methyl-6-oxo-1-(pyridin-2-ylmethyl)-1,6-dihydropyrimidin-5-yl]methyl}biphenyl-2-carbonitrile). Yield: 69.3%. Reaction SMILES: [CH2:1]([C:5]1[N:6]=[C:7]([CH3:27])[NH:8][C:9](=[O:26])[C:10]=1[CH2:11][C:12]1[CH:17]=[CH:16][C:15]([C:18]2[C:19]([C:24]#[N:25])=[CH:20][CH:21]=[CH:22][CH:23]=2)=[CH:14][CH:13]=1)[CH2:2][CH2:3][CH3:4].C(=O)([O-])[O-].[K+].[K+].Br.Br[CH2:36][C:37]1[CH:42]=[CH:41][CH:40]=[CH:39][N:38]=1.CN(C)C=O>C(OCC)(=O)C>[CH2:1]([C:5]1[N:6]=[C:7]([CH3:27])[N:8]([CH2:36][C:37]2[CH:42]=[CH:41][CH:40]=[CH:39][N:38]=2)[C:9](=[O:26])[C:10]=1[CH2:11][C:12]1[CH:17]=[CH:16][C:15]([C:18]2[C:19]([C:24]#[N:25])=[CH:20][CH:21]=[CH:22][CH:23]=2)=[CH:14][CH:13]=1)[CH2:2][CH2:3][CH3:4] |f:1.2.3,4.5|. Reported procedure: A mixture of 4′-[(4-butyl-2-methyl-6-oxo-1,6-dihydropyrimidin-5-yl)methyl]biphenyl-2-carbonitrile (1 g), potassium carbonate (0.77 g), 2-(bromomethyl)pyridine hydrobromide (1.06 g) and N,N-dimethylformamide (10 mL) was stirred at 50° C. for 4 hr. The reaction mixture was diluted with ethyl acetate, washed with water and then with saturated brine, and dried over anhydrous magnesium sulfate. The solvent was evaporated under reduced pressure and the residue was purified by silica gel column chromat... Starting materials: CC1(CC1)C1=CC(=NO1)C(=O)OCC (ethyl 5-(1-methylcyclopropyl)isoxazole-3-carboxylate), IN1C(CCC1=O)=O (1-iodopyrrolidine-2,5-dione). The solvent is C(=O)(C(F)(F)F)O (TFA). Run at time 2 hour. Product: C(C)OC(=O)C1=NOC(=C1I)C1(CC1)C (ethyl-4-iodo-5-(1-methylcyclopropyl)isoxazole-3-carboxylate). Yield: 78.3%. RXN SMILES: [CH3:1][C:2]1([C:5]2[O:9][N:8]=[C:7]([C:10]([O:12][CH2:13][CH3:14])=[O:11])[CH:6]=2)[CH2:4][CH2:3]1.[I:15]N1C(=O)CCC1=O>C(O)(C(F)(F)F)=O>[CH2:13]([O:12][C:10]([C:7]1[C:6]([I:15])=[C:5]([C:2]2([CH3:1])[CH2:3][CH2:4]2)[O:9][N:8]=1)=[O:11])[CH3:14]. Reported procedure: A mixture of ethyl 5-(1-methylcyclopropyl)isoxazole-3-carboxylate (Preparation 4C, 1.5 g, 7.68 mmol) and 1-iodopyrrolidine-2,5-dione (2.07 g, 9.22 mmol) in TFA (25 mL) was stirred at room temperature for 2 h. The reaction mixture was concentrated under reduced pressure. The residue was dissolved in ethyl acetate (50 mL) and washed sequentially with water (50 mL), 1N aqueous sodium hydroxide (50 mL), 2.5 M aqueous sodium bisulfate (50 mL), brine (50 mL), dried over anhydrous sodium sulfate, and c... Reactants: CN1C=C(C(C2=C(C(=C(C(=C12)OC)F)F)[N+](=O)[O-])=O)C(=O)OCC (ethyl 1-methyl-6,7-difluoro-1,4-dihydro-8-methoxy-5-nitro-4-oxoquinoline-3-carboxylate). Reagents/catalysts: [Fe] (iron). Solvent: CC(=O)O (AcOH). The product is NC1=C2C(C(=CN(C2=C(C(=C1F)F)OC)C)C(=O)OCC)=O (ethyl 5-amino-1-methyl-6,7-difluoro-1,4-dihydro-8-methoxy-4-oxoquinoline-3-carboxylate). Isolated yield 32.0%. As a reaction SMILES: [CH3:1][N:2]1[C:11]2[C:6](=[C:7]([N+:16]([O-])=O)[C:8]([F:15])=[C:9]([F:14])[C:10]=2[O:12][CH3:13])[C:5](=[O:19])[C:4]([C:20]([O:22][CH2:23][CH3:24])=[O:21])=[CH:3]1>CC(O)=O.[Fe]>[NH2:16][C:7]1[C:8]([F:15])=[C:9]([F:14])[C:10]([O:12][CH3:13])=[C:11]2[C:6]=1[C:5](=[O:19])[C:4]([C:20]([O:22][CH2:23][CH3:24])=[O:21])=[CH:3][N:2]2[CH3:1]. Reported procedure: A solution of ethyl 1-methyl-6,7-difluoro-1,4-dihydro-8-methoxy-5-nitro-4-oxoquinoline-3-carboxylate (735 mg, 2.15 mmol) and iron powder (600 mg, 10.7 mmol) in AcOH (5 mL) was stirred e at 80° C. for 8 h. The catalyst was removed by filtration over Celite and the filtrate was concentrated in vacuo. The residue was diluted with water and basified with aq. NaOH. The mixture was filtrated over celite and washed with CH2Cl2. The resulting solution was extracted with CH2Cl2. The organic layer washed ... Starting materials: COC(=O)c1ccc2nc(-c3ccccc3Br)cc(C)c2c1, [Na+], C1COCCO1, [OH-]. Yields the product Cc1cc(-c2ccccc2Br)nc2ccc(C(=O)O)cc12. As a reaction SMILES: [CH3:1][O:2][C:3](=[O:4])[c:5]1[cH:6][c:7]2[c:8]([CH3:22])[cH:9][c:10](-[c:15]3[c:16]([Br:21])[cH:17][cH:18][cH:19][cH:20]3)[n:11][c:12]2[cH:13][cH:14]1.[Na+:30].[O:23]1[CH2:24][CH2:25][O:26][CH2:27][CH2:28]1.[OH-:29]>>[O:2]=[C:3]([OH:4])[c:5]1[cH:6][c:7]2[c:8]([CH3:22])[cH:9][c:10](-[c:15]3[c:16]([Br:21])[cH:17][cH:18][cH:19][cH:20]3)[n:11][c:12]2[cH:13][cH:14]1. Reaction SMILES: [CH2:65]1[O:66][CH2:67][CH2:68][CH2:69]1.[CH3:32][N:33]([CH3:34])[CH2:35][C:36](=[O:37])[N:38]1[CH2:39][CH2:40][c:41]2[cH:42][c:43]([O:48][CH3:49])[c:44]([NH2:47])[cH:45][c:46]21.[CH3:70][OH:71].[Cl:1][c:2]1[n:3][c:4]([NH:21][c:22]2[c:23]([C:24](=[O:25])[NH2:26])[c:27]([F:31])[cH:28][cH:29][cH:30]2)[c:5]2[c:6]([n:7]1)[n:8]([S:11](=[O:12])(=[O:13])[c:14]1[cH:15][cH:16][c:17]([CH3:20])[cH:18][cH:19]1)[cH:9][cH:10]2.[ClH:50].[NH4+:64].[O:51]1[CH2:52][CH2:53][O:54][CH2:55][CH2:56]1.[OH-:63].[OH:57][CH2:58][C:59]([F:60])([F:61])[F:62]>>[c:2]1([NH:47][c:44]2[c:43]([O:48][CH3:49])[cH:42][c:41]3[c:46]([cH:45]2)[N:38]([C:36]([CH2:35][N:33]([CH3:32])[CH3:34])=[O:37])[CH2:39][CH2:40]3)[n:3][c:4]([NH:21][c:22]2[c:23]([C:24](=[O:25])[NH2:26])[c:27]([F:31])[cH:28][cH:29][cH:30]2)[c:5]2[c:6]([n:7]1)[n:8]([S:11](=[O:12])(=[O:13])[c:14]1[cH:15][cH:16][c:17]([CH3:20])[cH:18][cH:19]1)[cH:9][cH:10]2. The reactants are C1CCOC1, COc1cc2c(cc1N)N(C(=O)CN(C)C)CC2, CO, Cc1ccc(S(=O)(=O)n2ccc3c(Nc4cccc(F)c4C(N)=O)nc(Cl)nc32)cc1, Cl, [NH4+], C1COCCO1, [OH-], OCC(F)(F)F. Product: COc1cc2c(cc1Nc1nc(Nc3cccc(F)c3C(N)=O)c3ccn(S(=O)(=O)c4ccc(C)cc4)c3n1)N(C(=O)CN(C)C)CC2. Starting materials: C([O-])([O-])=O.[Li+].[Li+] (lithium carbonate), ClC1=C(C#N)C=C(C(=C1)F)C (2-chloro-4-fluoro-5-methylbenzonitrile), OC(C)(C)[C@@H]1[C@@H](NCC1)C ((2S,3S)-3-(1-hydroxy-1-methylethyl)-2-methylpyrrolidine). Procedure details: Using 2-chloro-4-fluoro-5-methylbenzonitrile (848 mg), (2S,3S)-3-(1-hydroxy-1-methylethyl)-2-methylpyrrolidine 1/2 oxalate (1.04 g) and lithium carbonate (784 mg, 10.6 mmol), the title compound was obtained as a colorless solid (yield: 590 mg) by an operation similar to that in Example 3. As a reaction SMILES: [Cl:1][C:2]1[CH:9]=[C:8](F)[C:7]([CH3:11])=[CH:6][C:3]=1[C:4]#[N:5].[OH:12][C:13]([C@H:16]1[CH2:20][CH2:19][NH:18][C@H:17]1[CH3:21])([CH3:15])[CH3:14].C(=O)([O-])[O-].[Li+].[Li+]>>[Cl:1][C:2]1[CH:9]=[C:8]([N:18]2[CH2:19][CH2:20][C@H:16]([C:13]([OH:12])([CH3:15])[CH3:14])[C@@H:17]2[CH3:21])[C:7]([CH3:11])=[CH:6][C:3]=1[C:4]#[N:5] |f:2.3.4|. Yields the product ClC1=C(C#N)C=C(C(=C1)N1[C@H]([C@H](CC1)C(C)(C)O)C)C (2-chloro-4-[(2S,3S)-3-(1-hydroxy-1-methylethyl)-2-methylpyrrolidin-1-yl]-5-methylbenzonitrile), solid. Starting materials: COC1=CC=C(C2=CC=CC=C12)OC (1,4-dimethoxy-naphthalene), C(CC)(=O)Cl (propionyl chloride), O (Water), [Cl-].[Al+3].[Cl-].[Cl-] (aluminum chloride). Solvent: ClC(C)Cl (dichloroethane). Run at time 4 hour. Product: COC1=C(C=C(C2=CC=CC=C12)OC)C(CC)=O (1-(1,4-Dimethoxy-naphthalen-2-yl)-propan-1-one). The yield is 21.5%. As a reaction SMILES: [CH3:1][O:2][C:3]1[C:12]2[C:7](=[CH:8][CH:9]=[CH:10][CH:11]=2)[C:6]([O:13][CH3:14])=[CH:5][CH:4]=1.[C:15](Cl)(=[O:18])[CH2:16][CH3:17].[Cl-].[Al+3].[Cl-].[Cl-].O>ClC(Cl)C>[CH3:14][O:13][C:6]1[C:7]2[C:12](=[CH:11][CH:10]=[CH:9][CH:8]=2)[C:3]([O:2][CH3:1])=[CH:4][C:5]=1[C:15](=[O:18])[CH2:16][CH3:17] |f:2.3.4.5|. Reported procedure: To a cold solution (ice bath) of 1,4-dimethoxy-naphthalene (5 g, 26.6 mmol) in dichloroethane (100 mL) was added propionyl chloride (2.7 g, 29.3 mmol) followed by aluminum chloride (3.9 g, 29.3 mmol). After the addition was complete, the reaction mixture was allowed to warm to room temperature and stirred for 4 hr. Water (200 mL) was added and the organic material was extracted with dichloromethane (200 mL). The organic extracts were dried (MgSO4) and concentrated to give a residue which was pur...